From a dataset of the Open Reaction Database (ORD), a public repository of structured organic reaction records. describe an organic reaction: reactants, conditions, products, and yield As a reaction SMILES: [C:18]([CH3:19])([CH3:20])([CH3:21])[O:22][C:23](=[O:24])[NH:25][CH:26]1[CH2:27][N:28]([c:32]2[n:33]([CH2:42][C:43]#[C:44][CH3:45])[c:34]3[c:35]([cH:36][n:37][nH:38][c:39]3=[O:40])[n:41]2)[CH2:29][CH2:30][CH2:31]1.[C:46](=[O:47])([O-:48])[O-:49].[CH3:53][N:54]([CH3:55])[CH:56]=[O:57].[Cl:1][CH2:2][C:3]1=[N:4][c:5]2[c:6]([cH:14][cH:15][cH:16][cH:17]2)[O:7][c:8]2[c:9]1[cH:10][cH:11][cH:12][cH:13]2.[K+:50].[K+:51].[OH2:52]>>[CH2:2]([C:3]1=[N:4][c:5]2[c:6]([cH:14][cH:15][cH:16][cH:17]2)[O:7][c:8]2[c:9]1[cH:10][cH:11][cH:12][cH:13]2)[n:38]1[n:37][cH:36][c:35]2[c:34]([n:33]([CH2:42][C:43]#[C:44][CH3:45])[c:32]([N:28]3[CH2:27][CH:26]([NH:25][C:23]([O:22][C:18]([CH3:19])([CH3:20])[CH3:21])=[O:24])[CH2:31][CH2:30][CH2:29]3)[n:41]2)[c:39]1=[O:40]. The reactants are CC#CCn1c(N2CCCC(NC(=O)OC(C)(C)C)C2)nc2cn[nH]c(=O)c21, O=C([O-])[O-], CN(C)C=O, ClCC1=Nc2ccccc2Oc2ccccc21, [K+], [K+], O. Product: CC#CCn1c(N2CCCC(NC(=O)OC(C)(C)C)C2)nc2cnn(CC3=Nc4ccccc4Oc4ccccc43)c(=O)c21. Starting materials: C(C)(C)(C)C1CCC(CC1)C=1C=C(C=CC1)NC(CC1=CC(=C(C=C1)O)OC)=O (N-[3-(4-tert-butylcyclohexan-1-yl)phenyl]-4-hydroxy-3-methoxyphenylacetamide), compound, BrCCBr (1,2-dibromethane), [OH-].[K+] (potassium hydroxide), [OH-].C(CCC)[N+](CCCC)(CCCC)CCCC (tetrabutylammonium hydroxide). Reaction conditions: temperature 50 celsius, time 18 hour. Yields the product BrCCOC1=C(C=C(C=C1)CC(=O)NC1=CC(=CC=C1)C1CCC(CC1)C(C)(C)C)OC (4-(2-bromoethoxy)-N-[3-(4-tert-butylcyclohexan-1-yl)phenyl]-3-methoxyphenylacetamide). As a reaction SMILES: [C:1]([CH:5]1[CH2:10][CH2:9][CH:8]([C:11]2[CH:12]=[C:13]([NH:17][C:18](=[O:29])[CH2:19][C:20]3[CH:25]=[CH:24][C:23]([OH:26])=[C:22]([O:27][CH3:28])[CH:21]=3)[CH:14]=[CH:15][CH:16]=2)[CH2:7][CH2:6]1)([CH3:4])([CH3:3])[CH3:2].[Br:30][CH2:31][CH2:32]Br.[OH-].[K+].[OH-].C([N+](CCCC)(CCCC)CCCC)CCC>>[Br:30][CH2:31][CH2:32][O:26][C:23]1[CH:24]=[CH:25][C:20]([CH2:19][C:18]([NH:17][C:13]2[CH:14]=[CH:15][CH:16]=[C:11]([CH:8]3[CH2:9][CH2:10][CH:5]([C:1]([CH3:4])([CH3:2])[CH3:3])[CH2:6][CH2:7]3)[CH:12]=2)=[O:29])=[CH:21][C:22]=1[O:27][CH3:28] |f:2.3,4.5|. Procedure: A mixture of N-[3-(4-tert-butylcyclohexan-1-yl)phenyl]-4-hydroxy-3-methoxyphenylacetamide (the compound of Example 20) (1.5 g), 1,2-dibromethane (15 ml), 40% aqueous potassium hydroxide solution (5 ml) and 40% aqueous tetrabutylammonium hydroxide solution (0.5 ml) is stirred at 50° C. for 18 hours. The reaction solution is washed with water, and the organic layer is dried over sodium sulfate, and the solvent is evaporated under reduced pressure. The residue is purified by silica gel column chrom...